Dataset: the Open Reaction Database (ORD), a public repository of structured organic reaction records. Task: describe an organic reaction: reactants, conditions, products, and yield Starting materials: CON=C1C(NC2=CC=CC=C12)=O (3-methoxyiminoindolin-2-one), C(C)OC(CBr)OCC (bromoacetaldehyde diethyl acetal), [H-].[Na+] (sodium hydride). Run in CN(C=O)C (N,N-dimethylformamide), CN(C=O)C (N,N-dimethylformamide), CN(C=O)C (N,N-dimethylformamide). Run at temperature 70 celsius, time 45 hour. The product is C(C)OC(CN1C(C(C2=CC=CC=C12)=NOC)=O)OCC (1-(2,2-diethoxyethyl)-3-methoxyiminoindolin-2-one). The yield is 97.0%. Reaction SMILES: [H-].[Na+].[CH3:3][O:4][N:5]=[C:6]1[C:14]2[C:9](=[CH:10][CH:11]=[CH:12][CH:13]=2)[NH:8][C:7]1=[O:15].[CH2:16]([O:18][CH:19]([O:22][CH2:23][CH3:24])[CH2:20]Br)[CH3:17]>CN(C)C=O>[CH2:16]([O:18][CH:19]([O:22][CH2:23][CH3:24])[CH2:20][N:8]1[C:9]2[C:14](=[CH:13][CH:12]=[CH:11][CH:10]=2)[C:6](=[N:5][O:4][CH3:3])[C:7]1=[O:15])[CH3:17] |f:0.1|. Procedure details: To a suspension of sodium hydride (prepared by washing 50 g of 60% oily sodium hydride with hexane) in 1 l of N,N-dimethylformamide was added dropwise a solution of 176 g of 3-methoxyiminoindolin-2-one in 3 l of N,N-dimethylformamide at 0° C. in a nitrogen stream. To the mixture were added 1 l of N,N-dimethylformamide and 330 ml of bromoacetaldehyde diethyl acetal, and the mixture was heated to 70° C., at which it was stirred for 45 hours. The reaction mixture was concentrated, and the concentra... The reactants are OC(C(C)C)(C=1N=CN(C1)C(C1=CC=CC=C1)(C1=CC=CC=C1)C1=CC=CC=C1)C=1C=C2C=CC(=CC2=CC1)C(=O)OC (methyl 6-(1-hydroxy-2-methyl-1-(1-trityl-1H-imidazol-4-yl)propyl)-2-naphthoate), OC(C(C)C)(C=1N=CN(C1)C(C1=CC=CC=C1)(C1=CC=CC=C1)C1=CC=CC=C1)C=1C=C2C=CC(=CC2=CC1)C(=O)O (6-(1-hydroxy-2-methyl-1-(1-trityl-1H-imidazol-4-yl)propyl)-2-naphthoic acid), Cl.COC([C@H](N)C)=O (D-alanine methyl ester hydrochloride). RXN SMILES: [OH:1][C:2]([C:30]1[CH:31]=[C:32]2[C:37](=[CH:38][CH:39]=1)[CH:36]=[C:35]([C:40](OC)=[O:41])[CH:34]=[CH:33]2)([C:6]1[N:7]=[CH:8][N:9](C(C2C=CC=CC=2)(C2C=CC=CC=2)C2C=CC=CC=2)[CH:10]=1)[CH:3]([CH3:5])[CH3:4].OC(C1C=C2C(=CC=1)C=C(C(O)=O)C=C2)(C1N=CN(C(C2C=CC=CC=2)(C2C=CC=CC=2)C2C=CC=CC=2)C=1)C(C)C.Cl.[CH3:87][O:88][C:89](=[O:93])[C@@H:90]([CH3:92])[NH2:91]>>[OH:1][C:2]([C:30]1[CH:31]=[C:32]2[C:37](=[CH:38][CH:39]=1)[CH:36]=[C:35]([C:40]([NH:91][C@H:90]([CH3:92])[C:89]([O:88][CH3:87])=[O:93])=[O:41])[CH:34]=[CH:33]2)([C:6]1[N:7]=[CH:8][NH:9][CH:10]=1)[CH:3]([CH3:5])[CH3:4] |f:2.3|. The yield is 143.3%. Procedure: In a manner to that described in Example 9-(i), methyl 6-(1-hydroxy-2-methyl-1-(1-trityl-1H-imidazol-4-yl)propyl)-2-naphthoate (622 mg) was converted to 6-(1-hydroxy-2-methyl-1-(1-trityl-1H-imidazol-4-yl)propyl)-2-naphthoic acid, which was reacted with D-alanine methyl ester hydrochloride (283 mg) in a similar manner as described in Example 24-(i) to give the titled compound (622 mg) as a colorless powder. Product: OC(C(C)C)(C=1N=CNC1)C=1C=C2C=CC(=CC2=CC1)C(=O)N[C@@H](C(=O)OC)C (Methyl (2R)-2-[[6-[1-Hydroxy-1-(1H-imidazol-4-yl)-2-methylpropyl)-2-naphthoyl]amino]propanoate). Reaction SMILES: [OH-].[Li+].C[O:4][C:5](=[O:23])[C:6]1[CH:11]=[C:10]([S:12](=[O:17])(=[O:16])[N:13]([CH3:15])[CH3:14])[N:9]=[C:8]([NH:18][C@H:19]([CH2:21][CH3:22])[CH3:20])[CH:7]=1>C1COCC1>[C@@H:19]([NH:18][C:8]1[CH:7]=[C:6]([CH:11]=[C:10]([S:12](=[O:17])(=[O:16])[N:13]([CH3:14])[CH3:15])[N:9]=1)[C:5]([OH:23])=[O:4])([CH2:21][CH3:22])[CH3:20] |f:0.1|. Starting materials: [OH-].[Li+] (lithium hydroxide), COC(C1=CC(=NC(=C1)S(N(C)C)(=O)=O)N[C@@H](C)CC)=O ((S)-2-sec-butylamino-6-dimethylsulfamoyl-isonicotinic acid methyl ester). Product: [C@H](C)(CC)NC=1C=C(C(=O)O)C=C(N1)S(N(C)C)(=O)=O ((S)-2-sec-Butylamino-6-dimethylsulfamoyl-isonicotinic acid). Reported procedure: Add 1 N lithium hydroxide (11.4 mL, 11.4 mmol) to a solution of (S)-2-sec-butylamino-6-dimethylsulfamoyl-isonicotinic acid methyl ester (1.43 g, 4.54 mmol) and THF (10 mL) at 0° C. Stir the mixture overnight, acidify the solution to about pH=2 and concentrate solvent to one half volume. Partition the residue between ethyl acetate and water, and extract the aqueous layer with ethyl acetate (2×30 mL). Wash the combined organic extract with saturated aqueous sodium chloride, dry (magnesium sulfate)... Run in C1CCOC1 (THF). Run at time 8 hour. Reactants: COC(=O)CBr, O=C([O-])[O-], CC(C)=O, [K+], [K+], O, CC(=O)c1c(O)cccc1O. The product is COC(=O)COc1cccc(O)c1C(C)=O. Reaction SMILES: [Br:18][CH2:19][C:20](=[O:21])[O:22][CH3:23].[C:12](=[O:13])([O-:14])[O-:15].[CH3:25][C:26](=[O:27])[CH3:28].[K+:16].[K+:17].[OH2:24].[OH:1][c:2]1[c:3]([C:9]([CH3:10])=[O:11])[c:4]([OH:8])[cH:5][cH:6][cH:7]1>>[OH:1][c:2]1[c:3]([C:9]([CH3:10])=[O:11])[c:4]([O:8][CH2:19][C:20](=[O:21])[O:22][CH3:23])[cH:5][cH:6][cH:7]1. The reactants are C(#N)[BH3-].[Na+] (Sodium cyanoborohydride), [C@@H]12N(C[C@@H](NC1)C2)C2=CC1=C(C(=NS1)C(=O)OCC)C=C2 (ethyl 6-[(1S,4S)-2,5-diazabicyclo[2.2.1]hept-2-yl]-1,2-benzisothiazole-3-carboxylate), C(C)OC1(CC1)O[Si](C)(C)C (1-ethoxy-1-(trimethylsilyloxy)cyclopropane), C(C)O (ethanol). The solvent is O (water). Run at temperature 60 celsius. The product is COC1=CC2=C(C(=NO2)C(=O)OCC)C=C1 (Ethyl 6-methoxybenzo[d]isoxazole-3-carboxylate). Isolated yield 56.0%. RXN SMILES: C([BH3-])#N.[Na+].[C@H]12C[C@H](NC1)CN2[C:12]1[CH:25]=[CH:24][C:15]2[C:16]([C:19]([O:21][CH2:22][CH3:23])=[O:20])=[N:17]S[C:14]=2[CH:13]=1.[CH2:26]([O:28]C1(O[Si](C)(C)C)CC1)C.C([OH:39])C>O>[CH3:26][O:28][C:12]1[CH:25]=[CH:24][C:15]2[C:16]([C:19]([O:21][CH2:22][CH3:23])=[O:20])=[N:17][O:39][C:14]=2[CH:13]=1 |f:0.1|. Procedure: Sodium cyanoborohydride (8.57 mmol) was added to a solution of ethyl 6-[(1S,4S)-2,5-diazabicyclo[2.2.1]hept-2-yl]-1,2-benzisothiazole-3-carboxylate (0.260 g, 0.857 mmol) and 1-ethoxy-1-(trimethylsilyloxy)cyclopropane (8.57 mmol) in ethanol (11.2 mL) and the reaction mixture was heated at 60° C. for 6 h. The reaction mixture was diluted with water (50 mL) and was extracted with ethyl acetate (2 ×50 mL). The combined organic layers were washed with brine (25 mL), dried (magnesium sulfate), and wer... Starting materials: C(C)OC(CCC=1OC2=C(C1CC1N(CCC1)C(C(CCCNC(=O)OCC1=CC=CC=C1)NC(=O)OC(C)(C)C)=O)C=CC=C2)=O (3-{3-[1-(5-Benzyloxycarbonylamino-2-tert-butoxycarbonylamino-pentanoyl)-pyrrolidin-2-ylmethyl]-benzofuran-2-yl}-propionic acid ethyl ester), [OH-].[Na+] (NaOH). The solvent is C1CCOC1 (THF). Yields the product C(C1=CC=CC=C1)OC(=O)NCCCC(C(=O)N1C(CCC1)CC1=C(OC2=C1C=CC=C2)CCC(=O)O)NC(=O)OC(C)(C)C (3-{3-[1-(5-Benzyloxycarbonylamino-2-tert-butoxycarbonylamino-pentanoyl)-pyrrolidin-2-ylmethyl]-benzofuran-2-yl}-propionic acid). Reaction SMILES: C([O:3][C:4](=[O:47])[CH2:5][CH2:6][C:7]1[O:8][C:9]2[CH:46]=[CH:45][CH:44]=[CH:43][C:10]=2[C:11]=1[CH2:12][CH:13]1[CH2:17][CH2:16][CH2:15][N:14]1[C:18](=[O:42])[CH:19]([NH:34][C:35]([O:37][C:38]([CH3:41])([CH3:40])[CH3:39])=[O:36])[CH2:20][CH2:21][CH2:22][NH:23][C:24]([O:26][CH2:27][C:28]1[CH:33]=[CH:32][CH:31]=[CH:30][CH:29]=1)=[O:25])C.[OH-].[Na+]>C1COCC1>[CH2:27]([O:26][C:24]([NH:23][CH2:22][CH2:21][CH2:20][CH:19]([NH:34][C:35]([O:37][C:38]([CH3:41])([CH3:40])[CH3:39])=[O:36])[C:18]([N:14]1[CH2:15][CH2:16][CH2:17][CH:13]1[CH2:12][C:11]1[C:10]2[CH:43]=[CH:44][CH:45]=[CH:46][C:9]=2[O:8][C:7]=1[CH2:6][CH2:5][C:4]([OH:47])=[O:3])=[O:42])=[O:25])[C:28]1[CH:33]=[CH:32][CH:31]=[CH:30][CH:29]=1 |f:1.2|. Reported procedure: A solution containing the crude 53 (3.0 g, 4.6 mmol) in THF (20 mL) was treated with 3 M NaOH (8 mL) at ambient temperature. The reaction mixture was then warmed to gentle reflux and maintained for 2.5 h. The reaction mixture was concentrated in vacuo and the residue was dissolved in EtOAc. The organic solution was washed with 1 N HCl then dried over anhydrous Na2SO4, filtered and concentrated to afford ˜3 g (quant.) of 54 as an off-white-colored foam which was used directly without further puri...